Dataset: the Open Reaction Database (ORD), a public repository of structured organic reaction records. Task: describe an organic reaction: reactants, conditions, products, and yield The reactants are BrC=CC(C)C (1-bromo-3-methyl-butene), O.O.C1(=CC=C(C=C1)S(=O)[O-])C.[Na+] (sodium p-toluenesulfinate dihydrate). Run in CN(C=O)C (dimethylformamide). Reaction conditions: time 3 hour. Product: C1(=CC=C(C=C1)S(=O)(=O)CC=C(C)C)C (1-(p-toluenesulfonyl)-3-methyl-2-butene). The yield is 96.3%. Reaction SMILES: Br[CH:2]=[CH:3][CH:4]([CH3:6])[CH3:5].O.O.[C:9]1([CH3:18])[CH:14]=[CH:13][C:12]([S:15]([O-:17])=[O:16])=[CH:11][CH:10]=1.[Na+]>CN(C)C=O>[C:9]1([CH3:18])[CH:14]=[CH:13][C:12]([S:15]([CH2:2][CH:3]=[C:4]([CH3:6])[CH3:5])(=[O:17])=[O:16])=[CH:11][CH:10]=1 |f:1.2.3.4|. Reported procedure: In dimethylformamide (20 ml) was dissolved 1-bromo-3-methyl-butene(1.49 g, 10 m moles) and sodium p-toluenesulfinate dihydrate (2.5 g, 1.16 equiv.), the solution was stirred at room temperature for 3 hours. The product was isolated in the usual manner and recrystallized from n-hexane to give 1-(p-toluenesulfonyl)-3-methyl-2-butene (2.16 g, 96.4%), melting point: 71°-72° C. The reactants are O (water), ClC1=C(C(=O)Cl)C=CC(=N1)Cl (2,6-dichloronicotinoyl chloride), NC1=C(C=C(C=C1)C=1C(CC(NN1)=O)C)O (6-(4-amino-3-hydroxy-phenyl)-5-methyl-4,5-dihydro-2H-pyridazin-3-one), C([O-])([O-])=O.[K+].[K+] (potassium carbonate). The solvent is CN(C)C=O (DMF), CN(C)C=O (DMF). Run at time 8 hour. Product: ClC1=C(C(=O)NC2=C(C=C(C=C2)C2=NNC(CC2C)=O)O)C=CC(=N1)Cl (2,6-dichloro-N-[2-hydroxy-4-(4-methyl-6-oxo-1,4,5,6-tetrahydro-pyridazin-3-yl)-phenyl]-nicotinamide). As a reaction SMILES: [Cl:1][C:2]1[N:10]=[C:9]([Cl:11])[CH:8]=[CH:7][C:3]=1[C:4](Cl)=[O:5].[NH2:12][C:13]1[CH:18]=[CH:17][C:16]([C:19]2[CH:20]([CH3:26])[CH2:21][C:22](=[O:25])[NH:23][N:24]=2)=[CH:15][C:14]=1[OH:27].C(=O)([O-])[O-].[K+].[K+].O>CN(C=O)C>[Cl:1][C:2]1[N:10]=[C:9]([Cl:11])[CH:8]=[CH:7][C:3]=1[C:4]([NH:12][C:13]1[CH:18]=[CH:17][C:16]([C:19]2[CH:20]([CH3:26])[CH2:21][C:22](=[O:25])[NH:23][N:24]=2)=[CH:15][C:14]=1[OH:27])=[O:5] |f:2.3.4|. Procedure details: A solution of 8.5 g (0.0405 mol) 2,6-dichloronicotinoyl chloride in 20 ml DMF is slowly added dropwise to a suspension of 8.8 g (0.04 mol) 6-(4-amino-3-hydroxy-phenyl)-5-methyl-4,5-dihydro-2H-pyridazin-3-one, 6.9 g (0.05 mol) potassium carbonate and 50 ml DMF and it is then stirred overnight. The reaction mixture is mixed with water, then the aqueous supernatant is decanted off, the residue is washed with water again, filtered off and then purified through silica gel (eluant: ethylene chloride/e... Starting materials: [H-].[Na+] (NaH), C1(=CC=CC=C1)N1C(NC(=C1C1=CC=CC=C1)C1=CC=CC=C1)=O (1.4.5-triphenyl-4-imidazolin-2-one), COC(CCCCCCCBr)=O (8-bromocaprylic acid methyl ester). Run in CN(C)C=O (DMF). Yields the product COC(CCCCCCCN1C(N(C(=C1C1=CC=CC=C1)C1=CC=CC=C1)C1=CC=CC=C1)=O)=O (8-(2-Oxo-3.4.5-triphenyl-4-imidazolin-1-yl) caprylic acid methyl ester). Reaction SMILES: [H-].[Na+].[C:3]1([N:9]2[C:13]([C:14]3[CH:19]=[CH:18][CH:17]=[CH:16][CH:15]=3)=[C:12]([C:20]3[CH:25]=[CH:24][CH:23]=[CH:22][CH:21]=3)[NH:11][C:10]2=[O:26])[CH:8]=[CH:7][CH:6]=[CH:5][CH:4]=1.[CH3:27][O:28][C:29](=[O:38])[CH2:30][CH2:31][CH2:32][CH2:33][CH2:34][CH2:35][CH2:36]Br>CN(C=O)C>[CH3:27][O:28][C:29](=[O:38])[CH2:30][CH2:31][CH2:32][CH2:33][CH2:34][CH2:35][CH2:36][N:11]1[C:12]([C:20]2[CH:25]=[CH:24][CH:23]=[CH:22][CH:21]=2)=[C:13]([C:14]2[CH:19]=[CH:18][CH:17]=[CH:16][CH:15]=2)[N:9]([C:3]2[CH:8]=[CH:7][CH:6]=[CH:5][CH:4]=2)[C:10]1=[O:26] |f:0.1|. Reported procedure: The product is produced as described in example 1 from 1.2 g of NaH (80% suspension in mineral oil), 12 g of 1.4.5-triphenyl-4-imidazolin-2-one, 80 cc. of DMF, 9.5 g of 8-bromocaprylic acid methyl ester and 1.2 g of NaJ. The reactants are BrC=1C=C(C=C(C(=O)OC(C)(C)C)C1)C(=O)OC (tert-butyl methyl 5-bromoisophthalate), [Br-].CC=1C=CC(=NC1)[Zn+] (5-methyl-2-pyridylzinc bromide), [K+].[K+].[K+].C(CN(CC(=O)[O-])CC(=O)[O-])N(CC(=O)O)CC(=O)[O-] (ethylenediaminetetraacetic acid tripotassium salt), ClCCl (dichloromethane). Reagents/catalysts: CC(C)([P](C(C)(C)C)([Pd][P](C(C)(C)C)(C(C)(C)C)C(C)(C)C)C(C)(C)C)C (bis(tri-tert-butylphosphine)palladium(0)). The solvent is O1CCCC1 (tetrahydrofuran). Conditions: temperature 60 celsius, time 18 hour. Product: CC=1C=CC(=NC1)C=1C=C(C=C(C(=O)OC(C)(C)C)C1)C(=O)OC (tert-Butyl methyl 5-(5-methylpyridin-2-yl)isophthalate). As a reaction SMILES: Br[C:2]1[CH:3]=[C:4]([C:15]([O:17][CH3:18])=[O:16])[CH:5]=[C:6]([CH:14]=1)[C:7]([O:9][C:10]([CH3:13])([CH3:12])[CH3:11])=[O:8].[Br-].[CH3:20][C:21]1[CH:22]=[CH:23][C:24]([Zn+])=[N:25][CH:26]=1.[K+].[K+].[K+].C(N(CC([O-])=O)CC(O)=O)CN(CC([O-])=O)CC([O-])=O.ClCCl>O1CCCC1.CC(C)([P](C(C)(C)C)([Pd][P](C(C)(C)C)(C(C)(C)C)C(C)(C)C)C(C)(C)C)C>[CH3:20][C:21]1[CH:22]=[CH:23][C:24]([C:2]2[CH:3]=[C:4]([C:15]([O:17][CH3:18])=[O:16])[CH:5]=[C:6]([CH:14]=2)[C:7]([O:9][C:10]([CH3:13])([CH3:12])[CH3:11])=[O:8])=[N:25][CH:26]=1 |f:1.2,3.4.5.6,^1:61,67|. Procedure details: To a solution of tert-butyl methyl 5-bromoisophthalate (10.6 g, 33.6 mmol) and bis(tri-tert-butylphosphine)palladium(0) (0.31 g, 0.61 mmol) in tetrahydrofuran (160 mL) was added 5-methyl-2-pyridylzinc bromide (0.5 M in THF; 121 mL, 60.5 mmol). The reaction mixture was heated to 60° C. After 18 h, the reaction was cooled to ambient temperature. Aqueous ethylenediaminetetraacetic acid tripotassium salt (0.4 M, 100 mL) and dichloromethane (100 mL) were added. The mixture was stirred for 15 min and ... Reactants: C(C1=CC=CC=C1)(=O)N1CC(CCC1)C(=O)OCC (ethyl 1-benzoyl-3-piperidinecarboxylate), N1CC(C(=O)OCC)CCC1 (ethyl nipecotate), ClC(=O)OCC1=CC=CC=C1 (benzyl chloroformate). Product: C(C1=CC=CC=C1)OC(=O)N1CC(CCC1)C(=O)OCC (ethyl 1-benzyloxycarbonyl-3-piperidinecarboxylate). RXN SMILES: [C:1]([N:9]1[CH2:14][CH2:13][CH2:12][CH:11]([C:15]([O:17][CH2:18][CH3:19])=[O:16])[CH2:10]1)(=[O:8])C1C=CC=CC=1.N1CCCC(C(OCC)=O)C1.ClC([O:34][CH2:35][C:36]1[CH:41]=[CH:40][CH:39]=[CH:38][CH:37]=1)=O>>[CH2:35]([O:34][C:1]([N:9]1[CH2:14][CH2:13][CH2:12][CH:11]([C:15]([O:17][CH2:18][CH3:19])=[O:16])[CH2:10]1)=[O:8])[C:36]1[CH:41]=[CH:40][CH:39]=[CH:38][CH:37]=1. Procedure: The reaction was run in the same manner as ethyl 1-benzoyl-3-piperidinecarboxylate, starting with ethyl nipecotate (209.9 mg; 1.33 mmol and benzyl chloroformate (190 μl; 1.33 mmol). The crude product was distilled at 220° C./0.1 torr, giving ethyl 1-benzyloxycarbonyl-3-piperidinecarboxylate (236.5 mg) as a colorless oil. MS m/Z (positive ion) 539 ([dimer-OEt]+; 50), 337 (M+2Na+; 25), 314 (M+Na+; 50), 292 (MH+; 100), 247.5 (M-OEt; 90), 158 (50). Reactants: NC1C2CC3CC1CC(CO)(C3)C2, O=C(O)c1cccc(Oc2ccccc2)c1. The product is O=C(NC1C2CC3CC1CC(CO)(C3)C2)c1cccc(Oc2ccccc2)c1. As a reaction SMILES: [NH2:17][CH:18]1[CH:19]2[CH2:20][C:21]3([CH2:28][OH:29])[CH2:22][CH:23]([CH2:24][CH:25]1[CH2:26]3)[CH2:27]2.[O:1]([c:2]1[cH:3][cH:4][cH:5][cH:6][cH:7]1)[c:8]1[cH:9][c:10]([C:11](=[O:12])[OH:13])[cH:14][cH:15][cH:16]1>>[O:1]([c:2]1[cH:3][cH:4][cH:5][cH:6][cH:7]1)[c:8]1[cH:9][c:10]([C:11](=[O:13])[NH:17][CH:18]2[CH:19]3[CH2:20][C:21]4([CH2:28][OH:29])[CH2:22][CH:23]([CH2:24][CH:25]2[CH2:26]4)[CH2:27]3)[cH:14][cH:15][cH:16]1. Starting materials: ClC1=C(C=CC(=C1)Cl)C1(OC1)CN1C=NC=C1 (2-(2,4-dichlorophenyl)-2-(imidazol-1-yl)methyloxirane), N (ammonia), S(O)(O)(=O)=O (sulfuric acid). Run in C(C)(=O)OCC (ethyl acetate). Reaction conditions: time 1 hour. Product: ClC1=C(C=CC(=C1)Cl)C(CN1C=NC=C1)(CO)O (2-(2,4-dichlorophenyl)-1-(imidazol-1-yl)-2,3-propanediol). Reaction SMILES: [Cl:1][C:2]1[CH:7]=[C:6]([Cl:8])[CH:5]=[CH:4][C:3]=1[C:9]1([CH2:12][N:13]2[CH:17]=[CH:16][N:15]=[CH:14]2)[CH2:11][O:10]1.S(=O)(=O)(O)[OH:19].N>C(OCC)(=O)C>[Cl:1][C:2]1[CH:7]=[C:6]([Cl:8])[CH:5]=[CH:4][C:3]=1[C:9]([OH:19])([CH2:11][OH:10])[CH2:12][N:13]1[CH:17]=[CH:16][N:15]=[CH:14]1. Reported procedure: A mixture of 2-(2,4-dichlorophenyl)-2-(imidazol-1-yl)methyloxirane (170.4 g; Japanese Patent Publications (unexamined) Nos. 12372/1981 and 106666/1982) and a 25% aqueous sulfuric acid solution (1193 g) was stirred at 80°-85° C. for 5 hours. To the reaction mixture, ethyl acetate (405 ml) and a 28% aqueous ammonia solution (520 ml) were added dropwise at 0°-10° C., and then the mixture was stirred for 1 hour at the same temperature. The resulting precipitate was collected by filtration and dried ...